This data is from the Open Reaction Database (ORD), a public repository of structured organic reaction records. The task is: describe an organic reaction: reactants, conditions, products, and yield Starting materials: C1CCOC1, CCOP(=O)(CC(=O)O)OCC, Cl, [Li]CCCC, O, O=CC=CC=Cc1ccccc1. The product is O=C(O)C=CC=CC=Cc1ccccc1. Reaction SMILES: [CH2:31]1[O:32][CH2:33][CH2:34][CH2:35]1.[CH2:6]([O:7][P:8]([O:9][CH2:10][CH3:11])(=[O:12])[CH2:14][C:15](=[O:16])[OH:17])[CH3:13].[ClH:30].[Li:1][CH2:2][CH2:3][CH2:4][CH3:5].[OH2:36].[c:18]1([CH:24]=[CH:25][CH:26]=[CH:27][CH:28]=[O:29])[cH:19][cH:20][cH:21][cH:22][cH:23]1>>[CH:14]([C:15](=[O:16])[OH:17])=[CH:28][CH:27]=[CH:26][CH:25]=[CH:24][c:18]1[cH:19][cH:20][cH:21][cH:22][cH:23]1. Reactants: C(C=C)C1=CC=C(C=2C(C=C(OC21)C(=O)O)=O)OCCC(C)C (8-allyl-5-(3-methyl-n-butoxy)-4-oxo-4H-1-benzopyran-2-carboxylic acid), C(C)N (ethylamine). Yields the product O.C(C)N.C(C=C)C1=CC=C(C=2C(C=C(OC21)C(=O)O)=O)OCCC(C)C.C(C=C)C2=CC=C(C=1C(C=C(OC12)C(=O)O)=O)OCCC(C)C.C(C)N (8-allyl-5-(3-methyl-n-butoxy)-4-oxo-4H-1-benzopyran-2-carboxylic acid ethylamine salt hemihydrate). RXN SMILES: [CH2:1]([C:4]1[C:13]2[O:12][C:11]([C:14]([OH:16])=[O:15])=[CH:10][C:9](=[O:17])[C:8]=2[C:7]([O:18][CH2:19][CH2:20][CH:21]([CH3:23])[CH3:22])=[CH:6][CH:5]=1)[CH:2]=[CH2:3].[CH2:24]([NH2:26])[CH3:25]>>[OH2:12].[CH2:24]([NH2:26])[CH3:25].[CH2:1]([C:4]1[C:13]2[O:12][C:11]([C:14]([OH:16])=[O:15])=[CH:10][C:9](=[O:17])[C:8]=2[C:7]([O:18][CH2:19][CH2:20][CH:21]([CH3:23])[CH3:22])=[CH:6][CH:5]=1)[CH:2]=[CH2:3].[CH2:1]([C:4]1[C:13]2[O:12][C:11]([C:14]([OH:16])=[O:15])=[CH:10][C:9](=[O:17])[C:8]=2[C:7]([O:18][CH2:19][CH2:20][CH:21]([CH3:23])[CH3:22])=[CH:6][CH:5]=1)[CH:2]=[CH2:3].[CH2:21]([NH2:26])[CH3:23] |f:2.3.4.5.6|. Procedure details: An aqueous solution containing 5 parts of 8-allyl-5-(3-methyl-n-butoxy)-4-oxo-4H-1-benzopyran-2-carboxylic acid and 1.07 parts of ethylamine (70% v/v) was filtered and freeze-dried to give 5 parts of 8-allyl-5-(3-methyl-n-butoxy)-4-oxo-4H-1-benzopyran-2-carboxylic acid ethylamine salt hemihydrate as a pale yellow solid, m.p. 135°-137° C.